Dataset: the Open Reaction Database (ORD), a public repository of structured organic reaction records. Task: describe an organic reaction: reactants, conditions, products, and yield Reactants: COC1=CC(=C(C(=C1)C)S(=O)(=O)N(CC=1OC(=NN1)C(=O)N1CCN(CC1)CC1CCNCC1)C)C (4-methoxy-N,2,6-trimethyl-N-[(5-{[4-(piperidin-4-ylmethyl)piperazin-1-yl]carbonyl}-1,3,4-oxadiazol-2-yl)methyl]benzenesulfonamide), CC1(OC1)C (2,2-dimethyloxirane). Run in CN(C)C=O (DMF). Reaction conditions: temperature 70 celsius. Yields the product OC(CN1CCC(CC1)CN1CCN(CC1)C(=O)C1=NN=C(O1)CN(S(=O)(=O)C1=C(C=C(C=C1C)OC)C)C)(C)C (N-({5-[(4-{[1-(2-Hydroxy-2-methylpropyl)piperidin-4-yl]methyl}piperazin-1-yl)carbonyl]-1,3,4-oxadiazol-2-yl}methyl)-4-methoxy-N,2,6-trimethylbenzenesulfonamide). RXN SMILES: [CH3:1][O:2][C:3]1[CH:8]=[C:7]([CH3:9])[C:6]([S:10]([N:13]([CH3:35])[CH2:14][C:15]2[O:16][C:17]([C:20]([N:22]3[CH2:27][CH2:26][N:25]([CH2:28][CH:29]4[CH2:34][CH2:33][NH:32][CH2:31][CH2:30]4)[CH2:24][CH2:23]3)=[O:21])=[N:18][N:19]=2)(=[O:12])=[O:11])=[C:5]([CH3:36])[CH:4]=1.[CH3:37][C:38]1([CH3:41])[CH2:40][O:39]1>CN(C=O)C>[OH:39][C:38]([CH3:41])([CH3:40])[CH2:37][N:32]1[CH2:33][CH2:34][CH:29]([CH2:28][N:25]2[CH2:26][CH2:27][N:22]([C:20]([C:17]3[O:16][C:15]([CH2:14][N:13]([CH3:35])[S:10]([C:6]4[C:7]([CH3:9])=[CH:8][C:3]([O:2][CH3:1])=[CH:4][C:5]=4[CH3:36])(=[O:11])=[O:12])=[N:19][N:18]=3)=[O:21])[CH2:23][CH2:24]2)[CH2:30][CH2:31]1. Procedure: 4-methoxy-N,2,6-trimethyl-N-[(5-{[4-(piperidin-4-ylmethyl)piperazin-1-yl]carbonyl}-1,3,4-oxadiazol-2-yl)methyl]benzenesulfonamide (34 mg, 0.066 mmol) and 2,2-dimethyloxirane (1 mL, 13.8 mmol) were dissolved in DMF (1 mL) and the reaction heated to 70° C. in a sealed tube for 6 h. The reaction was cooled and concentrated in vacuo and the crude product purified using prep method B to afford the title compound. Reactants: ClC1=CC=C(C=C1)N(C(CO)=O)[C@@H]1C[C@@H](N(C2=CC=CC=C12)C(C1=CC=C(C=C1)OC)=O)C (N-(4-chlorophenyl)-2-hydroxy-N-[(2S,4R)-1-(4-methoxybenzoyl)-2-methyl-1,2,3,4-tetrahydroquinolin-4-yl]acetamide), FC1=CC=C(C(=O)Cl)C=C1 (4-fluorobenzoyl chloride), C(C)(=O)Cl (acetyl chloride). The product is C(C)(=O)OCC(=O)N([C@@H]1C[C@@H](N(C2=CC=CC=C12)C(C1=CC=C(C=C1)OC)=O)C)C1=CC=C(C=C1)Cl (2-{(4-chlorophenyl)[(2S,4R)-1-(4-methoxybenzoyl)-2-methyl-1,2,3,4-tetrahydroquinolin-4-yl]amino}-2-oxoethyl acetate). RXN SMILES: [Cl:1][C:2]1[CH:7]=[CH:6][C:5]([N:8]([C@H:13]2[C:22]3[C:17](=[CH:18][CH:19]=[CH:20][CH:21]=3)[N:16]([C:23](=[O:32])[C:24]3[CH:29]=[CH:28][C:27]([O:30][CH3:31])=[CH:26][CH:25]=3)[C@@H:15]([CH3:33])[CH2:14]2)[C:9](=[O:12])[CH2:10][OH:11])=[CH:4][CH:3]=1.FC1C=C[C:38]([C:39](Cl)=[O:40])=CC=1.C(Cl)(=O)C>>[C:39]([O:11][CH2:10][C:9]([N:8]([C:5]1[CH:6]=[CH:7][C:2]([Cl:1])=[CH:3][CH:4]=1)[C@H:13]1[C:22]2[C:17](=[CH:18][CH:19]=[CH:20][CH:21]=2)[N:16]([C:23](=[O:32])[C:24]2[CH:25]=[CH:26][C:27]([O:30][CH3:31])=[CH:28][CH:29]=2)[C@@H:15]([CH3:33])[CH2:14]1)=[O:12])(=[O:40])[CH3:38]. Reported procedure: N-(4-chlorophenyl)-2-hydroxy-N-[(2S,4R)-1-(4-methoxybenzoyl)-2-methyl-1,2,3,4-tetrahydroquinolin-4-yl]acetamide was made following general procedure G, substituting 4-methoxybenzoyl chloride for 4-fluorobenzoyl chloride. Procedure A was followed further substituting acetoxyacetylchloride for acetyl chloride in the last step to yield 2-{(4-chlorophenyl)[(2S,4R)-1-(4-methoxybenzoyl)-2-methyl-1,2,3,4-tetrahydroquinolin-4-yl]amino}-2-oxoethyl acetate. The reactants are C[Si](C)(C)[N-][Si](C)(C)C.[Li+] (lithium bis-(trimethylsilyl)amide), [Si](C1=CC=CC=C1)(C1=CC=CC=C1)(C(C)(C)C)OCCC(C[C@H](NC(=O)OC(C)(C)C)[C@@H]1CCC(O1)=O)(C)C (5(S)-[5-tert-butyl-diphenylsilyloxy-1(S)-tert-butoxycarbonylamino-3,3-dimethyl-pentyl]-2-oxo-tetrahydrofuran). The solvent is O1CCCC1 (tetrahydrofuran), C(C=CC)Br (crotyl bromide). RXN SMILES: C[Si]([N-][Si](C)(C)C)(C)C.[Li+].[Si:11]([O:28][CH2:29][CH2:30][C:31]([CH3:49])([CH3:48])[CH2:32][C@@H:33]([C@H:42]1[O:46][C:45](=[O:47])[CH2:44][CH2:43]1)[NH:34][C:35]([O:37][C:38]([CH3:41])([CH3:40])[CH3:39])=[O:36])([C:24]([CH3:27])([CH3:26])[CH3:25])([C:18]1[CH:23]=[CH:22][CH:21]=[CH:20][CH:19]=1)[C:12]1[CH:17]=[CH:16][CH:15]=[CH:14][CH:13]=1>O1CCCC1.C(Br)C=CC>[CH2:17]([C@@H:44]1[CH2:43][C@@H:42]([C@@H:33]([NH:34][C:35]([O:37][C:38]([CH3:39])([CH3:40])[CH3:41])=[O:36])[CH2:32][C:31]([CH3:49])([CH3:48])[CH2:30][CH2:29][O:28][Si:11]([C:24]([CH3:26])([CH3:27])[CH3:25])([C:18]2[CH:23]=[CH:22][CH:21]=[CH:20][CH:19]=2)[C:12]2[CH:17]=[CH:16][CH:15]=[CH:14][CH:13]=2)[O:46][C:45]1=[O:47])[CH:12]=[CH:13][CH3:14] |f:0.1|. Conditions: time 5 hour. Procedure: 4.6 ml of a 1M lithium bis-(trimethylsilyl)amide solution in tetrahydrofuran and 0.26 ml of crotyl bromide (89%, 5.7:1 E:Z) are added to 1.22 g of 5(S)-[5-tert-butyl-diphenylsilyloxy-1(S)-tert-butoxycarbonylamino-3,3-dimethyl-pentyl]-2-oxo-tetrahydrofuran analogously to Example 74d). Working up after 5 h and subsequent purification by means of FC over silica gel (mobile phase C) gives the title compound, of uniform (R) configuration on C-3, as a 2E/2Z isomer mixture which cannot be separated: (R... Product: C(C=CC)[C@H]1C(O[C@@H](C1)[C@H](CC(CCO[Si](C1=CC=CC=C1)(C1=CC=CC=C1)C(C)(C)C)(C)C)NC(=O)OC(C)(C)C)=O (3(R)-But-2-enyl-5(S)-[5-tert-butyl-diphenylsilyloxy-1(S)-tert-butoxycarbonylamino-3,3-dimethyl-pentyl]-2-oxo-tetrahydrofuran). Reactants: C(=O)(OC(C)(C)C)N1[C@@H](CCC1)C(=O)NC1=CC=CC=C1 ((S)-(+)-N-Boc-2-phenylaminocarbonylpyrrolidine), C(=O)(C(F)(F)F)O (TFA), O (water). Run in C(Cl)Cl (CH2Cl2). Conditions: time 1.5 hour. The product is C1(=CC=CC=C1)NC(=O)[C@H]1NCCC1 ((S)-(+)-2-Phenylaminocarbonylpyrrolidine). Isolated yield 55.3%. RXN SMILES: C([N:8]1[CH2:12][CH2:11][CH2:10][C@H:9]1[C:13]([NH:15][C:16]1[CH:21]=[CH:20][CH:19]=[CH:18][CH:17]=1)=[O:14])(OC(C)(C)C)=O.C(O)(C(F)(F)F)=O.O>C(Cl)Cl>[C:16]1([NH:15][C:13]([C@@H:9]2[CH2:10][CH2:11][CH2:12][NH:8]2)=[O:14])[CH:17]=[CH:18][CH:19]=[CH:20][CH:21]=1. Reported procedure: To a solution of (S)-(+)-N-Boc-2-phenylaminocarbonylpyrrolidine (1.1 g, 3.8 mmol) in 5 mL of CH2Cl2 at 0° C. was added 5 mL of TFA dropwise over 1 hour. The solution was warmed to room temperature and stirred for 1.5 hours. To the reaction mixture was added 100 mL of water and the aqueous layer was washed with EtOAc. The aqueous layer was then made basic with 30 mL of 10% NaOH and extracted therein with 20 mL EtOAc. The organic layer was then dried over Na2SO4, filtered and concentrated under re... Reactants: C1CCOC1, COc1ccc2c(c1)CC(C(=O)O)CS2. Product: COc1ccc2c(c1)CC(CO)CS2. RXN SMILES: [CH2:16]1[O:17][CH2:18][CH2:19][CH2:20]1.[CH3:1][O:2][c:3]1[cH:4][cH:5][c:6]2[c:7]([cH:15]1)[CH2:8][CH:9]([C:12](=[O:13])[OH:14])[CH2:10][S:11]2>>[CH3:1][O:2][c:3]1[cH:4][cH:5][c:6]2[c:7]([cH:15]1)[CH2:8][CH:9]([CH2:12][OH:13])[CH2:10][S:11]2.